This data is from the Open Reaction Database (ORD), a public repository of structured organic reaction records. The task is: describe an organic reaction: reactants, conditions, products, and yield Procedure: The procedures described in Examples 43 and 44 were repeated using 3,4-diacetoxy-5-nitrobenzoic acid and 3-aminopropan-1-ol. Yield 85%, m.p. 160°-163° C. Reactants: C(C)(=O)OC=1C=C(C(=O)O)C=C(C1OC(C)=O)[N+](=O)[O-] (3,4-diacetoxy-5-nitrobenzoic acid), NCCCO (3-aminopropan-1-ol). As a reaction SMILES: C([O:4][C:5]1[CH:6]=[C:7]([CH:11]=[C:12]([N+:18]([O-:20])=[O:19])[C:13]=1[O:14]C(=O)C)[C:8]([OH:10])=O)(=O)C.[NH2:21][CH2:22][CH2:23][CH2:24][OH:25]>>[OH:25][CH2:24][CH2:23][CH2:22][NH:21][C:8](=[O:10])[C:7]1[CH:11]=[C:12]([N+:18]([O-:20])=[O:19])[C:13]([OH:14])=[C:5]([OH:4])[CH:6]=1. The product is OCCCNC(C1=CC(=C(C(=C1)[N+](=O)[O-])O)O)=O (N-(3-hydroxypropyl)-3,4-dihydroxy-5-nitrobenzamide). The yield is 85.0%. The reactants are ketone, C(CC(=O)C)(=O)OC (methyl acetoacetate), C(C1=CC=CC=C1)OC1=CC=C(C=C1)CCC(=O)C1CCCCC1 (3-(4-Benzyloxy-phenyl)-1-cyclohexyl-propan-1-one), [H-].[Na+] (NaH), C(CCC)[Li] (n-butyl lithium). Solvent: C1CCOC1 (THF), CCCCCC (hexane). Reaction conditions: temperature 0 celsius, time 120 minute. Yields the product C1(CCCCC1)C1(CC(=CC(O1)=O)O)CCC1=CC=C(C=C1)O (6-Cyclohexyl-4-hydroxy-6-[2-(4-hydroxy-phenyl)-ethyl]-5,6-dihydro-pyran-2-one). As a reaction SMILES: [C:1](OC)(=[O:6])[CH2:2][C:3]([CH3:5])=[O:4].[H-].[Na+].C([Li])CCC.C([O:23][C:24]1[CH:29]=[CH:28][C:27]([CH2:30][CH2:31][C:32]([CH:34]2[CH2:39][CH2:38][CH2:37][CH2:36][CH2:35]2)=[O:33])=[CH:26][CH:25]=1)C1C=CC=CC=1>CCCCCC.C1COCC1>[CH:34]1([C:32]2([CH2:31][CH2:30][C:27]3[CH:26]=[CH:25][C:24]([OH:23])=[CH:29][CH:28]=3)[O:33][C:1](=[O:6])[CH:2]=[C:3]([OH:4])[CH2:5]2)[CH2:35][CH2:36][CH2:37][CH2:38][CH2:39]1 |f:1.2|. Procedure details: The title compound was prepared as described in General Method 6 using 11.6 g (99.9 mmol) of methyl acetoacetate, 4.19 g (105 mmol) of NaH (60% dispersion in oil), 64.0 mL (102 mmol) of 1.6M n-butyl lithium in hexane, 16.1 g (49.9 mmol) of 3-(4-benzyloxy-phenyl)-1-cyclohexyl-propan-1-one (prepared in Example G) and 550 mL of THF. After addition of the ketone, the reaction was stirred for 120 minutes at 0° C., then 1 hour at room temperature. The reaction was quenched with acetic acid (12 mL) and... Reactants: C[O-].[Na+] (sodium methoxide), IC (iodomethane), [Na] (sodium), FC1=CC=C(C=C1)C1(CCC(CC1)=O)C(=O)O (1-(4-fluorophenyl)-4-oxocyclohexanecarboxylic acid). The solvent is CO (methanol). Conditions: time 8 hour. The product is FC1=CC=C(C=C1)C1(CCC(CC1)=O)C(=O)OC (methyl 1-(4-fluorophenyl)-4-oxocyclohexanecarboxylate). Yield: 36.0%. RXN SMILES: [CH3:1][O-].[Na+].[Na].[F:5][C:6]1[CH:11]=[CH:10][C:9]([C:12]2([C:19]([OH:21])=[O:20])[CH2:17][CH2:16][C:15](=[O:18])[CH2:14][CH2:13]2)=[CH:8][CH:7]=1.IC>CO>[F:5][C:6]1[CH:7]=[CH:8][C:9]([C:12]2([C:19]([O:21][CH3:1])=[O:20])[CH2:13][CH2:14][C:15](=[O:18])[CH2:16][CH2:17]2)=[CH:10][CH:11]=1 |f:0.1,^1:3|. Procedure details: To a stirred sodium methoxide solution, previously prepared starting from 1.3 parts of sodium in 160 parts of methanol, are added 13 parts of 1-(4-fluorophenyl)-4-oxocyclohexanecarboxylic acid and the whole is stirred and refluxed for 1 hour. After cooling to room temperature, 22.8 parts of iodomethane are added dropwise. Upon completion, the whole is heated to reflux and stirring is continued overnight at reflux temperature. The reaction mixture is evaporated and the residue is taken up in tric... Reactants: COC(C1=CC=C(C(=O)NC2=CC=C(C=C2)N2CC(CC2)N(C)C)C=C1)=O (N-[4-(3-Dimethylaminopyrrolidin-1-yl)phenyl]terephthalamic acid methyl ester), [OH-].[Na+] (sodium hydroxide). Solvent: CO (methanol). Yields the product CN(C1CN(CC1)C1=CC=C(C=C1)NC(C1=CC=C(C(=O)O)C=C1)=O)C (N-[4-(3-Dimethylaminopyrrolidin-1-yl)phenyl]terephthalamic acid). Reaction SMILES: C[O:2][C:3](=[O:27])[C:4]1[CH:26]=[CH:25][C:7]([C:8]([NH:10][C:11]2[CH:16]=[CH:15][C:14]([N:17]3[CH2:21][CH2:20][CH:19]([N:22]([CH3:24])[CH3:23])[CH2:18]3)=[CH:13][CH:12]=2)=[O:9])=[CH:6][CH:5]=1.[OH-].[Na+]>CO>[CH3:23][N:22]([CH3:24])[CH:19]1[CH2:20][CH2:21][N:17]([C:14]2[CH:13]=[CH:12][C:11]([NH:10][C:8](=[O:9])[C:7]3[CH:6]=[CH:5][C:4]([C:3]([OH:27])=[O:2])=[CH:26][CH:25]=3)=[CH:16][CH:15]=2)[CH2:18]1 |f:1.2|. Procedure details: N-[4-(3-Dimethylaminopyrrolidin-1-yl)phenyl]terephthalamic acid methyl ester (1.7 g) dissolved in methanol (20 ml) was stirred with sodium hydroxide solution (2N, 15 ml) at room temperature for 24 hours. If conversion is incomplete, it is also possible to heat to reflux. The organic solvent was distilled off, and the mixture was acidified with hydrochloric acid. The precipitate which separated out was filtered off with suction and dried. This resulted in the product with the molecular weight of ... Starting materials: NS(=O)(=O)C=1C=C(C(=O)OCC2=CC=3N(C=C2)N=C(C3C3=CC=NC=C3)C3=CC=C(C=C3)F)C=CC1Cl ([2-(4-Fluorophenyl)-3-(4-pyridinyl)pyrazolo[1,5-a]pyridin-5-yl]methyl 3-(aminosulfonyl)-4-chlorobenzoate), NS(=O)(=O)C=1C=C(C(=O)OCC2=CC=3N(C=C2)N=C(C3C3=CC=NC=C3)C3=CC=C(C=C3)F)C=CC1Cl ([2-(4-Fluorophenyl)-3-(4-pyridinyl)pyrazolo[1,5-a]pyridin-5-yl]methyl 3-(aminosulfonyl)-4-chlorobenzoate), NN (hydrazine). The solvent is C(C)O (ethanol). Product: FC1=CC=C(C=C1)C1=NN2C(C=C(C=C2)CN)=C1C1=CC=NC=C1 ([2-(4-Fluorophenyl)-3-(4-pyridinyl)pyrazolo[1,5-a]pyridin-5-yl]methanamine). The yield is 58.7%. RXN SMILES: NS(C1C=C(C=CC=1Cl)C(O[CH2:11][C:12]1[CH:17]=[CH:16][N:15]2[N:18]=[C:19]([C:27]3[CH:32]=[CH:31][C:30]([F:33])=[CH:29][CH:28]=3)[C:20]([C:21]3[CH:26]=[CH:25][N:24]=[CH:23][CH:22]=3)=[C:14]2[CH:13]=1)=O)(=O)=O.[NH2:38]N>C(O)C>[F:33][C:30]1[CH:31]=[CH:32][C:27]([C:19]2[C:20]([C:21]3[CH:22]=[CH:23][N:24]=[CH:25][CH:26]=3)=[C:14]3[CH:13]=[C:12]([CH2:11][NH2:38])[CH:17]=[CH:16][N:15]3[N:18]=2)=[CH:28][CH:29]=1. Procedure details: [2-(4-Fluorophenyl)-3-(4-pyridinyl)pyrazolo[1,5-a]pyridin-5-yl]methyl 3-(aminosulfonyl)-4-chlorobenzoate (Example 17 106 mg, 0.23 mmol) is dissolved in ethanol (10 mL) and hydrazine (64 mg, 2 mmol) added. The solution is refluxed for 6 h and allowed to cool. A precipitate of phthalhydrazide is filtered off and the mother liquor concentrated to dryness. The crude solid is taken up in dilute hydrochloric acid (20 mL), and washed twice with ethyl acetate (15 mL) followed by basification with sodium...